Task: describe an organic reaction: reactants, conditions, products, and yield. Dataset: the Open Reaction Database (ORD), a public repository of structured organic reaction records Reactants: C=1C=C(C=C(C1)N(C)C)N(C)C. Reagents/catalysts: N=1C=CC=CC1N2B(NC=3C=CC=CC32)B4NC=5C=CC=CC5N4C6=NC=CC=C6, O1B(OC(C)(C)C1(C)C)B2OC(C)(C)C(O2)(C)C, C[OH2+].C[OH2+].C1CC=CCCC=C1.C1CC=CCCC=C1.[Ir].[Ir]. The solvent is O(C)C1CCCC1. Conditions: temperature 100 celsius, time 24 hour. The product is O1B(OC(C)(C)C1(C)C)C=2C=C(C=C(C2)N(C)C)N(C)C. Isolated yield 93.0%. Procedure details: The general procedure A was followed using N1 ,N1 ,N3 ,N3 -tetramethylbenzene-1,3-diamine (84 uL, 0.5 mmol) and B2pin2 (126.9 mg, 0.5 mmol, 1.0 eq.) as starting material. The resulting mixture was allowed to stir 24 hours at 100 oC. 5b was obtained as white solid (135.2 mg, 93%) after purification by silica gel flash chromatography (EtOAc/PE=1:20 v/v). m.p.: 178-180 °C.